This data is from the Open Reaction Database (ORD), a public repository of structured organic reaction records. The task is: describe an organic reaction: reactants, conditions, products, and yield Reactants: C1(=CC=CC=C1)C=1NNC(C1C)C1=CC=CC=C1 (3,5-diphenyl-4-methylpyrazoline). Reagents/catalysts: [Pd] (palladium on carbon). Solvent: C=1(C(=CC=CC1)C)C (xylene). Reaction conditions: temperature 25 celsius, time 4 hour. Yields the product C1(=CC=CC=C1)C1=NNC(=C1C)C1=CC=CC=C1 (3,5-diphenyl-4-methylpyrazole). RXN SMILES: [C:1]1([C:7]2[NH:8][NH:9][CH:10]([C:13]3[CH:18]=[CH:17][CH:16]=[CH:15][CH:14]=3)[C:11]=2[CH3:12])[CH:6]=[CH:5][CH:4]=[CH:3][CH:2]=1>[Pd].C1(C)C(C)=CC=CC=1>[C:1]1([C:7]2[C:11]([CH3:12])=[C:10]([C:13]3[CH:18]=[CH:17][CH:16]=[CH:15][CH:14]=3)[NH:9][N:8]=2)[CH:6]=[CH:5][CH:4]=[CH:3][CH:2]=1. Procedure: To the crude wet xylene solution of 3,5-diphenyl-4-methylpyrazoline (from B above), is added 1.0 g of 5% palladium on carbon catalyst. The reaction mixture is slowly heated to reflux, and the water removed by azeotropic distillation using a Dean-Stark apparatus (xylene returned to reactor). Refluxing is continued at 145° C for 4 hours. After the four-hour reflux, the reaction mixture is cooled to 25° C, and the combined 5% palladium on charcoal/3,5-diphenyl-4-methylpyrazole filtered off. The sol... Starting materials: O.[OH-].[Li+] (Lithium hydroxide monohydrate), FC(C1=NN=C2N1N=C(CC2)N2CCC(CC2)C2=CC=C(OCC(=O)OCC)C=C2)(F)F (ethyl 2-[4-[1-[3-(trifluoromethyl)-7,8-dihydro-[1,2,4]triazolo[4,3-b]pyridazin-6-yl]piperidin-4-yl]phenoxy]acetate), O (water), CO (MeOH). Solvent: C1CCOC1 (THF). Reaction conditions: time 16 hour. The product is FC(C1=NN=C2N1N=C(CC2)N2CCC(CC2)C2=CC=C(OCC(=O)O)C=C2)(F)F (2-[4-[1-[3-(trifluoromethyl)-7,8-dihydro-[1,2,4]triazolo[4,3-b]pyridazin-6-yl]piperidin-4-yl]phenoxy]acetic acid). Yield: 74.6%. Reaction SMILES: O.[OH-].[Li+].[F:4][C:5]([F:35])([F:34])[C:6]1[N:10]2[N:11]=[C:12]([N:15]3[CH2:20][CH2:19][CH:18]([C:21]4[CH:33]=[CH:32][C:24]([O:25][CH2:26][C:27]([O:29]CC)=[O:28])=[CH:23][CH:22]=4)[CH2:17][CH2:16]3)[CH2:13][CH2:14][C:9]2=[N:8][N:7]=1.O.CO>C1COCC1>[F:35][C:5]([F:4])([F:34])[C:6]1[N:10]2[N:11]=[C:12]([N:15]3[CH2:20][CH2:19][CH:18]([C:21]4[CH:33]=[CH:32][C:24]([O:25][CH2:26][C:27]([OH:29])=[O:28])=[CH:23][CH:22]=4)[CH2:17][CH2:16]3)[CH2:13][CH2:14][C:9]2=[N:8][N:7]=1 |f:0.1.2|. Procedure details: Lithium hydroxide monohydrate (381 mg, 9.08 mmol) was added to ethyl 2-[4-[1-[3-(trifluoromethyl)-7,8-dihydro-[1,2,4]triazolo[4,3-b]pyridazin-6-yl]piperidin-4-yl]phenoxy]acetate (820 mg, 1.82 mmol) in a mixture of THF (20 mL), water (10 mL) and MeOH (5 mL). The resulting mixture was stirred at ambient temperature for 16 hours. The solvents were evaporated then the residue was suspended in water and acidified to pH 4 with 1M citric acid. The resulting precipitate was collected by filtration, wash... Starting materials: [Br-], [Mg+]CCc1ccccc1, CC(Cl)C(=O)Cl, C1CCOC1. Product: CC(Cl)C(=O)CCc1ccccc1. RXN SMILES: [Br-:7].[CH2:8]([CH2:9][c:10]1[cH:11][cH:12][cH:13][cH:14][cH:15]1)[Mg+:16].[Cl:1][CH:2]([C:3](=[O:4])[Cl:5])[CH3:6].[O:17]1[CH2:18][CH2:19][CH2:20][CH2:21]1>>[Cl:1][CH:2]([C:3](=[O:4])[CH2:8][CH2:9][c:10]1[cH:11][cH:12][cH:13][cH:14][cH:15]1)[CH3:6]. The reactants are O=C(O)c1ccncc1Cl, Nc1cc(C(F)(F)F)c(Cl)cc1O, O, c1ccncc1. Product: O=C(Nc1cc(C(F)(F)F)c(Cl)cc1O)c1ccncc1Cl. RXN SMILES: [Cl:14][c:15]1[c:16]([C:17](=[O:18])[OH:19])[cH:20][cH:21][n:22][cH:23]1.[NH2:1][c:2]1[c:3]([OH:13])[cH:4][c:5]([Cl:12])[c:6]([C:8]([F:9])([F:10])[F:11])[cH:7]1.[OH2:30].[cH:24]1[cH:25][cH:26][n:27][cH:28][cH:29]1>>[NH:1]([c:2]1[c:3]([OH:13])[cH:4][c:5]([Cl:12])[c:6]([C:8]([F:9])([F:10])[F:11])[cH:7]1)[C:17]([c:16]1[c:15]([Cl:14])[cH:23][n:22][cH:21][cH:20]1)=[O:18].